Dataset: the Open Reaction Database (ORD), a public repository of structured organic reaction records. Task: describe an organic reaction: reactants, conditions, products, and yield Starting materials: ClCC1CN(CCC1)C (3-chloromethyl-1-methyl-piperidine), 104b, [N+](=O)([O-])C1=CC=C(C=C1)O (4-nitro-phenol), 104a. Product: CN1CC(CCC1)COC1=CC=C(C=C1)N (4-(1-methyl-piperidin-3-ylmethoxy)-phenylamine), 104d. As a reaction SMILES: [N+:1]([C:4]1[CH:9]=[CH:8][C:7]([OH:10])=[CH:6][CH:5]=1)([O-])=O.Cl[CH2:12][CH:13]1[CH2:18][CH2:17][CH2:16][N:15]([CH3:19])[CH2:14]1>>[CH3:19][N:15]1[CH2:16][CH2:17][CH2:18][CH:13]([CH2:12][O:10][C:7]2[CH:8]=[CH:9][C:4]([NH2:1])=[CH:5][CH:6]=2)[CH2:14]1. Procedure details: Using the procedure of Example 56, 4-nitro-phenol Compound 104a was used in place of Compound 36a and 3-chloromethyl-1-methyl-piperidine Compound 104b was used in place of Compound 56a and carried forward to provide 4-(1-methyl-piperidin-3-ylmethoxy)-phenylamine Compound 104d. MS 221 (MH+). Using the procedure of Example 1, 5-(2,4-dichloro-phenyl)-4-oxo-4,5-dihydro-3H-1-thia-3,5,6,8-tetraaza-acenaphthylene-2-carboxylic acid Compound 43c was used in place of Compound 1 and Compound 104d was used ... Starting materials: O[Li].O (LiOH.H2O), COC([C@H](CNC(=O)C1=CC(=NO1)OCCCCC1CCN(CC1)C(=O)OC(C)(C)C)NS(=O)(=O)C1=CC=CC=C1)=O (3-[4-(N-BOC-Piperidin-4-yl)butyloxy]isoxazole-5-carbonyl-2(S)-phenylsulfonylamino-β-alanine methyl ester), OS(=O)(=O)[O-].[Na+] (NaHSO4). Run in C1CCOC1 (THF). The product is C(=O)(OC(C)(C)C)N1CCC(CC1)CCCCOC1=NOC(=C1)C(=O)NC[C@@H](C(=O)O)NS(=O)(=O)C1=CC=CC=C1 (3-[4-(N-BOC-Piperidin-4-yl)butyloxy]isoxazole-5-carbonyl-2(S)-phenylsulfonylamino-β-alanine). Isolated yield 99.2%. RXN SMILES: O[Li].O.C[O:5][C:6](=[O:45])[C@@H:7]([NH:35][S:36]([C:39]1[CH:44]=[CH:43][CH:42]=[CH:41][CH:40]=1)(=[O:38])=[O:37])[CH2:8][NH:9][C:10]([C:12]1[O:16][N:15]=[C:14]([O:17][CH2:18][CH2:19][CH2:20][CH2:21][CH:22]2[CH2:27][CH2:26][N:25]([C:28]([O:30][C:31]([CH3:34])([CH3:33])[CH3:32])=[O:29])[CH2:24][CH2:23]2)[CH:13]=1)=[O:11].OS([O-])(=O)=O.[Na+]>C1COCC1>[C:28]([N:25]1[CH2:26][CH2:27][CH:22]([CH2:21][CH2:20][CH2:19][CH2:18][O:17][C:14]2[CH:13]=[C:12]([C:10]([NH:9][CH2:8][C@H:7]([NH:35][S:36]([C:39]3[CH:40]=[CH:41][CH:42]=[CH:43][CH:44]=3)(=[O:38])=[O:37])[C:6]([OH:45])=[O:5])=[O:11])[O:16][N:15]=2)[CH2:23][CH2:24]1)([O:30][C:31]([CH3:34])([CH3:33])[CH3:32])=[O:29] |f:0.1,3.4|. Procedure: A solution of LiOH.H2O (35 mg, 0.87 mmol, 4-6 (176 mg, 0.29 mmol), and 20% aq. THF (10 mL) was stirred at ambient temperature for 1 h. The reaction mixture was acidified with 1M NaHSO4 and extracted with EtOAc (3×). The combined extracts were dried (MgSO4) and concentrated to give 4-7 (171 mg) as a foam. Rf 0.73 (silica, 9:0.5:0.5 CH2Cl2 /CH3OH/AcOH). ##STR49## 3-[4-(Piperidin-4-yl)butyloxy]isoxazole-5-carbonyl-2(S)-phenylsulfonylamino-β-alanine (4-8) Reactants: C=CCc1c(OCc2ccccc2)ccc2[nH]ccc12, CI, [H-], [Na+], CN(C)C=O, O. The product is C=CCc1c(OCc2ccccc2)ccc2c1ccn2C. RXN SMILES: [CH2:1]([CH:2]=[CH2:3])[c:4]1[c:5]2[cH:6][cH:7][nH:8][c:9]2[cH:10][cH:11][c:12]1[O:13][CH2:14][c:15]1[cH:16][cH:17][cH:18][cH:19][cH:20]1.[CH3:23][I:24].[H-:21].[Na+:22].[O:26]=[CH:27][N:28]([CH3:29])[CH3:30].[OH2:25]>>[CH2:1]([CH:2]=[CH2:3])[c:4]1[c:5]2[cH:6][cH:7][n:8]([CH3:23])[c:9]2[cH:10][cH:11][c:12]1[O:13][CH2:14][c:15]1[cH:16][cH:17][cH:18][cH:19][cH:20]1. Reactants: C(Cl)Cl (methylene chloride), SC=1SC2=C(N1)C=CC(=C2)[N+](=O)[O-] (2-mercapto-6-nitrobenzothiazole), BrC(C(=O)O)C1=CC=CC=C1 (α-bromophenylacetic acid). The solvent is C(C)N(CC)CC (triethylamine). The product is [N+](=O)([O-])C1=CC2=C(N=C(S2)SC(C(=O)O)C2=CC=CC=C2)C=C1 (α-[(6-Nitro-2-benzothiazolyl)thio]benzeneacetic acid). Yield: 18.4%. As a reaction SMILES: C(Cl)Cl.[SH:4][C:5]1[S:6][C:7]2[CH:13]=[C:12]([N+:14]([O-:16])=[O:15])[CH:11]=[CH:10][C:8]=2[N:9]=1.Br[CH:18]([C:22]1[CH:27]=[CH:26][CH:25]=[CH:24][CH:23]=1)[C:19]([OH:21])=[O:20]>C(N(CC)CC)C>[N+:14]([C:12]1[CH:11]=[CH:10][C:8]2[N:9]=[C:5]([S:4][CH:18]([C:22]3[CH:27]=[CH:26][CH:25]=[CH:24][CH:23]=3)[C:19]([OH:21])=[O:20])[S:6][C:7]=2[CH:13]=1)([O-:16])=[O:15]. Procedure: A methylene chloride solution of 5.0 g (0.235 m) 2-mercapto-6-nitrobenzothiazole, 5.2 g (0.235 m) α-bromophenylacetic acid and 5.0 g (0.05 m) triethylamine is heated to gentle reflux overnight. The solution is washed twice with a dilute hydrochloric acid solution and once with water. The solution is dried over anhydrous MgSO4 and then concentrated. The residue is recrystallized once from benzene and then from acetonitrile. 1.5 g (18% yield) of title compound, having a melting point of 152°-5° C.... Starting materials: C1CCOC1, CCOC(C)=O, Cl, [NH4+], COC(=O)c1cccc2c1c1c(O)cccc1n2Cc1cccc(Oc2ccccc2)c1, [OH-]. Product: NC(=O)c1cccc2c1c1c(O)cccc1n2Cc1cccc(Oc2ccccc2)c1. As a reaction SMILES: [CH2:36]1[O:37][CH2:38][CH2:39][CH2:40]1.[CH3:41][CH2:42][O:43][C:44](=[O:45])[CH3:46].[ClH:33].[NH4+:34].[O:1]([c:2]1[cH:3][cH:4][cH:5][cH:6][cH:7]1)[c:8]1[cH:9][c:10]([CH2:14][n:15]2[c:16]3[cH:17][cH:18][cH:19][c:20]([C:29]([O:31][CH3:30])=[O:32])[c:21]3[c:22]3[c:23]([OH:28])[cH:24][cH:25][cH:26][c:27]23)[cH:11][cH:12][cH:13]1.[OH-:35]>>[O:1]([c:2]1[cH:3][cH:4][cH:5][cH:6][cH:7]1)[c:8]1[cH:9][c:10]([CH2:14][n:15]2[c:16]3[cH:17][cH:18][cH:19][c:20]([C:29](=[O:31])[NH2:34])[c:21]3[c:22]3[c:23]([OH:28])[cH:24][cH:25][cH:26][c:27]23)[cH:11][cH:12][cH:13]1. Reactants: stainless steel, C(CC(=O)C)(=O)OC(C)(C)C (tert-butyl acetoacetate), C(C)NC (N-ethyl-N-methylamine). Run in C(C)(C)(C)O (tert-butanol). Run at temperature 130 celsius. Yields the product C(C)N(C(CC(=O)C)=O)C (N-ethyl-N-methylacetoacetamide). Isolated yield 97.8%. RXN SMILES: [C:1]([O:7]C(C)(C)C)(=O)[CH2:2][C:3]([CH3:5])=[O:4].[CH2:12]([NH:14][CH3:15])[CH3:13]>C(O)(C)(C)C>[CH2:12]([N:14]([CH3:15])[C:1](=[O:7])[CH2:2][C:3]([CH3:5])=[O:4])[CH3:13]. Procedure: Into a 1 l stainless steel autoclave are introduced 158 g (1 mol) of tert-butyl acetoacetate and 61 g of N-ethyl-N-methylamine (1.05) mol), followed by heating at 130° C. for 6 hours; the pressure does not exceed 10 bars. The contents of the autoclave are transferred to a round-bottomed flask and the tert-butanol formed is evaporated under reduced pressure to give 140 g (98%) of N-ethyl-N-methylacetoacetamide which is sufficiently pure to be used in the following reaction. Reactants: O=C([O-])[O-], COC(=O)c1ccc(OCCCBr)cc1NC(=O)c1ccc(OC(F)(F)F)cc1, CC(C)=O, [Cs+], [Cs+], ON=Cc1ccc(-c2ccccc2)cc1. Product: COC(=O)c1ccc(OCCCON=Cc2ccc(-c3ccccc3)cc2)cc1NC(=O)c1ccc(OC(F)(F)F)cc1. Reaction SMILES: [C:45](=[O:46])([O-:47])[O-:48].[CH3:1][O:2][C:3]([c:4]1[c:5]([NH:15][C:16]([c:17]2[cH:18][cH:19][c:20]([O:23][C:24]([F:25])([F:26])[F:27])[cH:21][cH:22]2)=[O:28])[cH:6][c:7]([O:10][CH2:11][CH2:12][CH2:13][Br:14])[cH:8][cH:9]1)=[O:29].[CH3:51][C:52](=[O:53])[CH3:54].[Cs+:49].[Cs+:50].[c:30]1(-[c:39]2[cH:40][cH:41][cH:42][cH:43][cH:44]2)[cH:31][cH:32][c:33]([CH:36]=[N:37][OH:38])[cH:34][cH:35]1>>[CH3:1][O:2][C:3]([c:4]1[c:5]([NH:15][C:16]([c:17]2[cH:18][cH:19][c:20]([O:23][C:24]([F:25])([F:26])[F:27])[cH:21][cH:22]2)=[O:28])[cH:6][c:7]([O:10][CH2:11][CH2:12][CH2:13][O:38][N:37]=[CH:36][c:33]2[cH:32][cH:31][c:30](-[c:39]3[cH:40][cH:41][cH:42][cH:43][cH:44]3)[cH:35][cH:34]2)[cH:8][cH:9]1)=[O:29].